From a dataset of the Open Reaction Database (ORD), a public repository of structured organic reaction records. describe an organic reaction: reactants, conditions, products, and yield Reactants: COC(OC)N(C)C, CCC1C(=O)CC2CCCC1N2S(=O)(=O)c1ccc(Cl)cc1, CN(C)C=O. The product is CCC1C(=O)C(=CN(C)C)C2CCCC1N2S(=O)(=O)c1ccc(Cl)cc1. Reaction SMILES: [CH3:23][O:24][CH:25]([N:26]([CH3:27])[CH3:28])[O:29][CH3:30].[Cl:1][c:2]1[cH:3][cH:4][c:5]([S:8](=[O:9])(=[O:10])[N:11]2[CH:12]3[CH:13]([CH2:21][CH3:22])[C:14](=[O:20])[CH2:15][CH:16]2[CH2:17][CH2:18][CH2:19]3)[cH:6][cH:7]1.[O:31]=[CH:32][N:33]([CH3:34])[CH3:35]>>[Cl:1][c:2]1[cH:3][cH:4][c:5]([S:8](=[O:9])(=[O:10])[N:11]2[CH:12]3[CH:13]([CH2:21][CH3:22])[C:14](=[O:20])[C:15](=[CH:25][N:26]([CH3:27])[CH3:28])[CH:16]2[CH2:17][CH2:18][CH2:19]3)[cH:6][cH:7]1. The reactants are CN(C)C=O (DMF), BrC1=CC=C2COC(C2=C1)(C)C (6-bromo-1,1-dimethyl-1,3-dihydro-isobenzofuran), [Li]CCCC (nBuLi), CCCCCC (hexane), Cl (HCl). Run in C1CCOC1 (THF). Run at temperature -78 celsius, time 2 hour. Product: CC1(OCC2=CC=C(C=C12)C=O)C (3,3-Dimethyl-1,3-dihydro-isobenzofuran-5-carbaldehyde). As a reaction SMILES: Br[C:2]1[CH:10]=[C:9]2[C:5]([CH2:6][O:7][C:8]2([CH3:12])[CH3:11])=[CH:4][CH:3]=1.[Li]CCCC.CCCCCC.CN([CH:27]=[O:28])C.Cl>C1COCC1>[CH3:11][C:8]1([CH3:12])[C:9]2[C:5](=[CH:4][CH:3]=[C:2]([CH:27]=[O:28])[CH:10]=2)[CH2:6][O:7]1. Procedure: To a solution of 6-bromo-1,1-dimethyl-1,3-dihydro-isobenzofuran (1.41 g, 6.3 mmol) in anhydrous THF (10 mL) was added under Argon at −78° C. 2.5 M nBuLi in hexane (2.7 mL, 6.6 mmol) and after stirring for 0.5 h at −78° C. DMF (0.98 mL, 12.5 mmol) was added. After stirring for 2 h at −78° C. the reaction mixture was added to 0.5 N cold aq. HCl and extracted with Et2O. Combined organic layers were washed with brine, dried over MgSO4, filtered and evaporated. The title compound was obtained after c... Starting materials: BrC=1C=C(C=NC1Cl)OC[C@@H]1N(CCC1)C(=O)OC(C)(C)C (5-bromo-6-chloro-3-(1-BOC-2-(R)-pyrrolidinylmethoxy)pyridine), NC=1C=C(C=CC1)B(O)O (3-aminophenylboronic acid), Pd(0), C(=O)([O-])[O-].[Na+].[Na+] (Na2CO3), solution. Run in C1(=CC=CC=C1)C (toluene). The product is Cl.Cl.NC=1C=C(C=CC1)C=1C=C(C=NC1Cl)OC[C@@H]1NCCC1 (5-(3-Aminophenyl)-6-chloro-3-(2-(R)-pyrrolidinylmethoxy)pyridine Dihydrochloride). The yield is 95.8%. RXN SMILES: Br[C:2]1[CH:3]=[C:4]([O:9][CH2:10][C@H:11]2[CH2:15][CH2:14][CH2:13][N:12]2C(OC(C)(C)C)=O)[CH:5]=[N:6][C:7]=1[Cl:8].[NH2:23][C:24]1[CH:25]=[C:26](B(O)O)[CH:27]=[CH:28][CH:29]=1.C([O-])([O-])=O.[Na+].[Na+]>C1(C)C=CC=CC=1>[ClH:8].[ClH:8].[NH2:23][C:24]1[CH:29]=[C:28]([C:2]2[CH:3]=[C:4]([O:9][CH2:10][C@H:11]3[CH2:15][CH2:14][CH2:13][NH:12]3)[CH:5]=[N:6][C:7]=2[Cl:8])[CH:27]=[CH:26][CH:25]=1 |f:2.3.4,6.7.8|. Procedure: To a solution of 5-bromo-6-chloro-3-(1-BOC-2-(R)-pyrrolidinylmethoxy)pyridine from Example 69a (520 mg, 1.33 mmol) and 3-aminophenylboronic acid (310 mg, 2.0 mmol) in toluene (8 mL) was added Pd(0) (50 mg) and Na2CO3 (2.5 mL of a 2 M solution), and the mixture was heated at reflux for 16 hours. The solvent was removed under vacuum, and the residue was purified by chromatography on a silica gel column, eluting with CHCl3:Et2O 100:5-100:40 to afford 160 mg of the title compound. MS (CI/NH3) m/z 40... RXN SMILES: [C:1]([CH3:2])([CH3:3])([CH3:4])[O:5][c:6]1[c:7]([CH3:18])[c:8]([F:17])[n:9][c:10]([NH:15][NH2:16])[c:11]1[N+:12](=[O:13])[O-:14].[CH3:21][OH:22].[Na+:20].[OH-:19]>>[C:1]([CH3:2])([CH3:3])([CH3:4])[O:5][c:6]1[c:7]([CH3:18])[c:8]([F:17])[n:9][cH:10][c:11]1[N+:12](=[O:13])[O-:14]. Product: Cc1c(F)ncc([N+](=O)[O-])c1OC(C)(C)C. The reactants are Cc1c(F)nc(NN)c([N+](=O)[O-])c1OC(C)(C)C, CO, [Na+], [OH-]. The reactants are C(C)OP(OCC)OCC (triethylphosphite), ClC(=O)OC1=CC=C(C=C1)OC (4-methoxyphenyl chloroformate). Run at temperature 120 celsius, time 8 hour. The product is COC1=CC=C(OC(=O)P(OCC)(OCC)=O)C=C1 (diethyl 4-methoxyphenoxycarbonylphosphonate). The yield is 89.5%. RXN SMILES: C([O:3][P:4]([O:8][CH2:9][CH3:10])[O:5][CH2:6][CH3:7])C.Cl[C:12]([O:14][C:15]1[CH:20]=[CH:19][C:18]([O:21][CH3:22])=[CH:17][CH:16]=1)=[O:13]>>[CH3:22][O:21][C:18]1[CH:19]=[CH:20][C:15]([O:14][C:12]([P:4](=[O:3])([O:5][CH2:6][CH3:7])[O:8][CH2:9][CH3:10])=[O:13])=[CH:16][CH:17]=1. Procedure details: 18.6 g (0.12 mole) of triethylphosphite was heated at 125°-130° C. in a flask with a reflux condensor. 18.6 g (0.10 mole) of 4-methoxyphenyl chloroformate (prepared according to M. J. Zabik and R. D. Schuetz, J. Org. Chem. 32 (1967) 300) was added dropwise. The reaction flask was heated additionally at about 120° C. for 1,5 hours and left at room temperature overnight. The product was distilled to give 25.8 g (89%) of diethyl 4-methoxyphenoxycarbonylphosphonate. Bp0.03 =174°-8° C., nD21 =1,4940. The reactants are C(#N)C=1C=CC(=NC1)C(=O)O (5-Cyanopyridine-2-carboxylic acid), amide, C(C(=O)Cl)(=O)Cl (Oxalyl chloride), CN(C=O)C (dimethylformamide), NC=1C=CC(=C(C1)[C@@]12N=C(SC[C@@]1(COC2)F)N)F ((4aR,7aS)-7a-(5-amino-2-fluoro-phenyl)-4a-fluoro-5,7-dihydro-4H-furo[3,4-d][1,3]thiazin-2-amine). Solvent: C(C)#N (acetonitrile), C(C)O (ethanol), O (water). Reaction conditions: temperature 50 celsius, time 16 minute. The product is Cl.NC=1SC[C@]2([C@@](N1)(COC2)C=2C=C(C=CC2F)NC(=O)C2=NC=C(C=C2)C#N)F (N-[3-[(4aR,7aS)-2-Amino-4a-fluoro-5,7-dihydro-4H-furo[3,4-d][1,3]thiazin-7a-yl]-4-fluoro-phenyl]-5-cyano-pyridine-2-carboxamide hydrochloride). Yield: 0.1%. As a reaction SMILES: C(Cl)(=O)C([Cl:4])=O.CN(C)C=O.[C:12]([C:14]1[CH:15]=[CH:16][C:17]([C:20]([OH:22])=O)=[N:18][CH:19]=1)#[N:13].[NH2:23][C:24]1[CH:25]=[CH:26][C:27]([F:41])=[C:28]([C@:30]23[CH2:38][O:37][CH2:36][C@@:35]2([F:39])[CH2:34][S:33][C:32]([NH2:40])=[N:31]3)[CH:29]=1>C(#N)C.C(O)C.O>[ClH:4].[NH2:40][C:32]1[S:33][CH2:34][C@:35]2([F:39])[CH2:36][O:37][CH2:38][C@:30]2([C:28]2[CH:29]=[C:24]([NH:23][C:20]([C:17]3[CH:16]=[CH:15][C:14]([C:12]#[N:13])=[CH:19][N:18]=3)=[O:22])[CH:25]=[CH:26][C:27]=2[F:41])[N:31]=1 |f:7.8|. Reported procedure: Scheme 2, step K (amide formation): Oxalyl chloride (60.0 μL, 692 mmol) is added to a solution of dimethylformamide (60.0 μL, 776 mmol) in acetonitrile (4.0 mL), and the resulting reaction is stirred for 16 min. 5-Cyanopyridine-2-carboxylic acid (106 mg, 715 mmol) is added to the resulting solution. The reaction is stirred for 33 minutes, and 2.0 mL of this solution is removed via syringe and added drop wise to a solution of (4aR,7aS)-7a-(5-amino-2-fluoro-phenyl)-4a-fluoro-5,7-dihydro-4H-furo[3,... Reactants: C(C)(SCCC(C)(C)NC(=O)OCC1=CC=CC=C1)=O (S-3-(benzyloxycarbonylamino)-3-methylbutyl ethanethioate), [OH-].[Na+] (NaOH). Run in CO (methanol), O (H2O). Run at time 1 hour. Yields the product SCCC(C)(C)NC(OCC1=CC=CC=C1)=O (Benzyl 4-mercapto-2-methylbutan-2-ylcarbamate). Reaction SMILES: C(=O)([S:3][CH2:4][CH2:5][C:6]([NH:9][C:10]([O:12][CH2:13][C:14]1[CH:19]=[CH:18][CH:17]=[CH:16][CH:15]=1)=[O:11])([CH3:8])[CH3:7])C.[OH-].[Na+]>CO.O>[SH:3][CH2:4][CH2:5][C:6]([NH:9][C:10](=[O:11])[O:12][CH2:13][C:14]1[CH:19]=[CH:18][CH:17]=[CH:16][CH:15]=1)([CH3:8])[CH3:7] |f:1.2|. Reported procedure: To a solution of S-3-(benzyloxycarbonylamino)-3-methylbutyl ethanethioate (45.0 g, 152 mmol, prepared as described in WO 2008/083347) in methanol (300 ml) was added 5.0 M NaOH in H2O (60.0 ml, 300. mmol). The solution was stirred for 1 hour, concentrated in vacuo, diluted with saturated NaHSO4 (200 ml), filtered through a coarse glass funnel, and extracted with 5×100 ml ethyl acetate. The organic layers were combined, washed with 100 ml saturated NaCl, dried on MgSO4, and concentrated in vacuo. ... Starting materials: FC(S(=O)(=O)OC=1C=NC2=CC=CN=C2C1)(F)F ([1,5]naphthyridin-3-yl trifluoromethanesulfonate), FC(S(=O)(=O)OC=1C=NC2=CC=CC=C2C1)(F)F (quinolin-3-yl trifluoromethanesulfonate), Cl.NO (hydroxylamine hydrochloride), R1ONH2.HCl. Yields the product N1C=NC=2C=NC=3C=CC=NC3C21 (1H-imidazo[4,5-c][1,5]naphthyridine). RXN SMILES: FC(F)(F)S(O[C:7]1[CH:8]=[N:9][C:10]2[C:15]([CH:16]=1)=[N:14][CH:13]=[CH:12][CH:11]=2)(=O)=O.FC(F)(F)S(OC1C=[N:27][C:28]2C(C=1)=CC=CC=2)(=O)=O.Cl.[NH2:38]O>>[NH:38]1[C:16]2[C:15]3[N:14]=[CH:13][CH:12]=[CH:11][C:10]=3[N:9]=[CH:8][C:7]=2[N:27]=[CH:28]1 |f:2.3|. Procedure details: In step (3) of Reaction Scheme VI, a [1,5]naphthyridin-3-yl trifluoromethanesulfonate or quinolin-3-yl trifluoromethanesulfonate of Formula LIX is reacted with a hydroxylamine hydrochloride of Formula R1ONH2.HCl and cyclized to provide a 1H-imidazo[4,5-c][1,5]naphthyridine or a 1H-imidazo[4,5-c]quinoline of Formula XXXIII. The reaction can be carried out using the method described in step (3) of Reaction Scheme I. Reactants: CC(C)(C)OC(=O)N1CCCC1, CN(C)CCN(C)C, CCOCC, [Li]C(C)CC, O=Cc1ccccc1. Product: CC(C)(C)OC(=O)N1CCCC1C(O)c1ccccc1. RXN SMILES: [C:1](=[O:2])([O:3][C:4]([CH3:5])([CH3:6])[CH3:7])[N:8]1[CH2:9][CH2:10][CH2:11][CH2:12]1.[CH3:13][N:14]([CH3:15])[CH2:16][CH2:17][N:18]([CH3:19])[CH3:20].[CH3:34][CH2:35][O:36][CH2:37][CH3:38].[CH:21]([Li:22])([CH2:23][CH3:24])[CH3:25].[CH:26](=[O:27])[c:28]1[cH:29][cH:30][cH:31][cH:32][cH:33]1>>[C:1](=[O:2])([O:3][C:4]([CH3:5])([CH3:6])[CH3:7])[N:8]1[CH2:9][CH2:10][CH2:11][CH:12]1[CH:26]([OH:27])[c:28]1[cH:29][cH:30][cH:31][cH:32][cH:33]1.